From a dataset of the Open Reaction Database (ORD), a public repository of structured organic reaction records. describe an organic reaction: reactants, conditions, products, and yield Starting materials: CC(C)Br, O, OCC1CCCCCCCCCCC1. The product is CC(C)OCC1CCCCCCCCCCC1. Reaction SMILES: [Br:15][CH:16]([CH3:17])[CH3:18].[OH2:19].[OH:1][CH2:2][CH:3]1[CH2:4][CH2:5][CH2:6][CH2:7][CH2:8][CH2:9][CH2:10][CH2:11][CH2:12][CH2:13][CH2:14]1>>[O:1]([CH2:2][CH:3]1[CH2:4][CH2:5][CH2:6][CH2:7][CH2:8][CH2:9][CH2:10][CH2:11][CH2:12][CH2:13][CH2:14]1)[CH:16]([CH3:17])[CH3:18]. Reactants: CS(C)=O, CCCCCC, CCOC(C)=O, [F-], FC(F)(F)C(F)(F)CI, [K+], N#Cc1ccc(O)cc1. The product is N#Cc1ccc(OCC(F)(F)C(F)(F)F)cc1. Reaction SMILES: [CH3:21][S:22]([CH3:23])=[O:24].[CH3:25][CH2:26][CH2:27][CH2:28][CH2:29][CH3:30].[CH3:31][CH2:32][O:33][C:34]([CH3:35])=[O:36].[F-:1].[F:12][C:13]([C:14]([CH2:15][I:16])([F:17])[F:18])([F:19])[F:20].[K+:2].[OH:3][c:4]1[cH:5][cH:6][c:7]([C:8]#[N:9])[cH:10][cH:11]1>>[O:3]([c:4]1[cH:5][cH:6][c:7]([C:8]#[N:9])[cH:10][cH:11]1)[CH2:15][C:14]([C:13]([F:12])([F:19])[F:20])([F:17])[F:18].